Dataset: the Open Reaction Database (ORD), a public repository of structured organic reaction records. Task: describe an organic reaction: reactants, conditions, products, and yield Reactants: C(F)(F)(F)C(=O)O (CF3CO2H), O=C1N(C2=CC=CC=C2C12CCOCC2)CC(=O)OC(C)(C)C (tert-Butyl (2-oxo-2′,3′,5′,6′-tetrahydrospiro[indole-3,4′-pyran]-1(2H)-yl)acetate). Solvent: C(Cl)Cl (CH2Cl2). Reaction conditions: time 3 hour. Product: O=C1N(C2=CCCC=C2C12CCOCC2)CC(=O)O ((2-Oxo-2′,3′,5′,6-tetrahydrospiro[indole-3,4′-pyran]-1(2H)-yl)acetic acid). As a reaction SMILES: C(C(O)=O)(F)(F)F.[O:8]=[C:9]1[C:17]2([CH2:22][CH2:21][O:20][CH2:19][CH2:18]2)[C:16]2[C:11](=[CH:12][CH:13]=[CH:14][CH:15]=2)[N:10]1[CH2:23][C:24]([O:26]C(C)(C)C)=[O:25]>C(Cl)Cl>[O:8]=[C:9]1[C:17]2([CH2:22][CH2:21][O:20][CH2:19][CH2:18]2)[C:16]2[C:11](=[CH:12][CH2:13][CH2:14][CH:15]=2)[N:10]1[CH2:23][C:24]([OH:26])=[O:25]. Procedure details: CF3CO2H (1 mL) was added to a solution of tert-butyl (2-oxo-2′,3′,5′,6′-tetrahydrospiro[indole-3,4′-pyran]-1(2H)-yl)acetate from Step B (55.0 mg, 0.173 mmol) in CH2Cl2 (3 mL). After 3 h, the mixture was concentrated in vacuo to give the title compound. MS: m/z=262 (M+1).